This data is from the Open Reaction Database (ORD), a public repository of structured organic reaction records. The task is: describe an organic reaction: reactants, conditions, products, and yield Starting materials: O=C(O)c1ccc(O)c(Br)c1, CCCCCCCBr, CCO, Cl, [K+], [OH-]. The product is CCCCCCCOc1ccc(C(=O)O)cc1Br. Reaction SMILES: [Br:1][c:2]1[cH:3][c:4]([C:5](=[O:6])[OH:7])[cH:8][cH:9][c:10]1[OH:11].[CH2:12]([CH2:13][CH2:14][CH2:15][CH2:16][CH2:17][CH3:18])[Br:19].[CH3:23][CH2:24][OH:25].[ClH:22].[K+:21].[OH-:20]>>[Br:1][c:2]1[cH:3][c:4]([C:5](=[O:6])[OH:7])[cH:8][cH:9][c:10]1[O:11][CH2:12][CH2:13][CH2:14][CH2:15][CH2:16][CH2:17][CH3:18]. Reaction SMILES: [Cl:1][C:2]1[CH:7]=[CH:6][C:5]([C:8](=[NH:20])[NH:9][C:10]2[CH:15]=[CH:14][C:13]([S:16]([CH3:19])(=[O:18])=[O:17])=[CH:12][CH:11]=2)=[CH:4][CH:3]=1.C(=O)(O)[O-:22].[Na+].BrCC(=O)[CH2:29][C:30]1C=CC=C[C:31]=1[O:36][C:37]1[CH:42]=[CH:41][C:40]([Cl:43])=[CH:39][CH:38]=1>CC(C)=O>[Cl:1][C:2]1[CH:3]=[CH:4][C:5]([C:8]2[N:9]([C:10]3[CH:15]=[CH:14][C:13]([S:16]([CH3:19])(=[O:17])=[O:18])=[CH:12][CH:11]=3)[CH2:29][C:30]([OH:22])([CH2:31][O:36][C:37]3[CH:42]=[CH:41][C:40]([Cl:43])=[CH:39][CH:38]=3)[N:20]=2)=[CH:6][CH:7]=1 |f:1.2|. Reported procedure: To a mixture of 4-chloro-N-[4-(methylsulfonyl)phenyl]benzenecarboximidamide (Example 1, Step 1) (1 g, 3.24 mmol) and sodium bicarbonate (550 mg, 6.5 mmol) in acetone (100 mL), 1-bromo-3-[(4-chlorophenoxy)phenyl]-2-propanone from Step 2 (1.5 g, 5.8 mmol) was added. After heating to reflux for 24 hours, the reaction mixture was filtered, washed with acetone and concentrated in vacuo. The crude mixture (2.5 g) was chromatographed (silica gel, toluene/ethyl acetate, 1/1) to give 2-(4-chlorophenyl)-4... Isolated yield 35.5%. Reactants: ClC1=CC=C(C=C1)C(NC1=CC=C(C=C1)S(=O)(=O)C)=N (4-chloro-N-[4-(methylsulfonyl)phenyl]benzenecarboximidamide), C([O-])(O)=O.[Na+] (sodium bicarbonate), BrCC(CC1=C(C=CC=C1)OC1=CC=C(C=C1)Cl)=O (1-bromo-3-[(4-chlorophenoxy)phenyl]-2-propanone). The product is ClC1=CC=C(C=C1)C=1N(CC(N1)(COC1=CC=C(C=C1)Cl)O)C1=CC=C(C=C1)S(=O)(=O)C (2-(4-chlorophenyl)-4-hydroxy-1-[4-(methylsulfonyl)phenyl]-4-[(4-chlorophenoxy)methyl]-4,5-dihydro-1H-imidazole). The solvent is CC(=O)C (acetone). The reactants are COC(=O)C1=CNC(=O)NC1c1ccc(F)c(F)c1, CS(C)=O, CO, [K+], [Na+], [OH-], O=S(=O)([O-])O. Yields the product O=C1NC=C(C(=O)O)C(c2ccc(F)c(F)c2)N1. RXN SMILES: [CH3:1][O:2][C:3](=[O:4])[C:5]1=[CH:10][NH:9][C:8](=[O:11])[NH:7][CH:6]1[c:12]1[cH:13][c:14]([F:19])[c:15]([F:18])[cH:16][cH:17]1.[CH3:28][S:29]([CH3:30])=[O:31].[CH3:32][OH:33].[K+:27].[Na+:21].[OH-:20].[S:22]([O-:23])([OH:24])(=[O:25])=[O:26]>>[O:2]=[C:3]([OH:4])[C:5]1=[CH:10][NH:9][C:8](=[O:11])[NH:7][CH:6]1[c:12]1[cH:13][c:14]([F:19])[c:15]([F:18])[cH:16][cH:17]1. Reported procedure: To a solution of methyl 2-(5-(2-cyano-4-fluorophenoxy)-1H-indazol-1-yl)acetate 77 (prepared as in Example 3) (60.0 g, 184.4 mmol) in MeOH (370 mL) was added NaBH4 (24.42 g) in five 5 gram portions over 90 minutes. The temperature rose from 25° C. to 44.7° C. at the final addition of NaBH4. The mixture was concentrated under vacuum. To the concentrate was added saturated NH4Cl (600 mL) and EtOAc (600 mL) and the mixture was vigorously stirred for 1 hour. The layers were separated and the aqueous ... The yield is 94.3%. Reaction conditions: time 1 hour. Yields the product FC=1C=CC(=C(C#N)C1)OC=1C=C2C=NN(C2=CC1)CCO (5-fluoro-2-(1-(2-hydroxyethyl)-1H-indazol-5-yloxy)benzonitrile). Reaction SMILES: [C:1]([C:3]1[CH:23]=[C:22]([F:24])[CH:21]=[CH:20][C:4]=1[O:5][C:6]1[CH:7]=[C:8]2[C:12](=[CH:13][CH:14]=1)[N:11]([CH2:15][C:16](OC)=[O:17])[N:10]=[CH:9]2)#[N:2].[BH4-].[Na+]>CO>[F:24][C:22]1[CH:21]=[CH:20][C:4]([O:5][C:6]2[CH:7]=[C:8]3[C:12](=[CH:13][CH:14]=2)[N:11]([CH2:15][CH2:16][OH:17])[N:10]=[CH:9]3)=[C:3]([CH:23]=1)[C:1]#[N:2] |f:1.2|. Run in CO (MeOH), five. The reactants are [BH4-].[Na+] (NaBH4), C(#N)C1=C(OC=2C=C3C=NN(C3=CC2)CC(=O)OC)C=CC(=C1)F (methyl 2-(5-(2-cyano-4-fluorophenoxy)-1H-indazol-1-yl)acetate), [BH4-].[Na+] (NaBH4). Starting materials: C(C1=CC=CC=C1)OC1CC(C1)=O (3-(benzyloxy)cyclobutanone), CC(C)([O-])C.[K+] (potassium tert-butoxide), C(#N)CP(OCC)(OCC)=O (diethyl cyanomethylphosphonate). Solvent: C1CCOC1 (THF), O1CCCC1 (tetrahydrofuran), C1CCOC1 (THF). Yields the product C(C1=CC=CC=C1)OC1CC(C1)=CC#N ([3-(benzyloxy)cyclobutylidene]acetonitrile). Reaction SMILES: CC(C)([O-])C.[K+].[C:7]([CH2:9]P(=O)(OCC)OCC)#[N:8].[CH2:18]([O:25][CH:26]1[CH2:29][C:28](=O)[CH2:27]1)[C:19]1[CH:24]=[CH:23][CH:22]=[CH:21][CH:20]=1>O1CCCC1>[CH2:18]([O:25][CH:26]1[CH2:29][C:28](=[CH:9][C:7]#[N:8])[CH2:27]1)[C:19]1[CH:24]=[CH:23][CH:22]=[CH:21][CH:20]=1 |f:0.1|. Procedure details: To a mixture of 1.0000 M of potassium tert-butoxide in tetrahydrofuran (0.68 mL) and THF (5 mL) was added, at 0° C., diethyl cyanomethylphosphonate (0.11 mL, 0.00068 mol) dropwise. The reaction was warmed to rt and 30 min later cooled to 0° C. again. To the reaction mixture was added a solution of 3-(benzyloxy)cyclobutanone (0.1 g, 0.0006 mol) in THF (5 mL). The reaction was stirred over night, allowing warmed up to rt. The reaction was quenched with saturated aq. NH4Cl solution, extracted with ... The reactants are ClC1=NC2=CC=C(C=C2C=C1)Cl (2,6-dichloroquinoline), O(C1=CC=CC=C1)CCN (2-phenoxyethylamine), CN(CCCN)C (3-dimethylamino-propylamine). Yields the product CN(CCCNC=1C=C2C=CC(=NC2=CC1)NCCOC1=CC=CC=C1)C (N6-(3-Dimethylamino-propyl)-N2-(2-phenoxy-ethyl)-quinoline-2,6-diamine). Reaction SMILES: Cl[C:2]1[CH:11]=[CH:10][C:9]2[C:4](=[CH:5][CH:6]=[C:7](Cl)[CH:8]=2)[N:3]=1.[O:13]([CH2:20][CH2:21][NH2:22])[C:14]1[CH:19]=[CH:18][CH:17]=[CH:16][CH:15]=1.[CH3:23][N:24]([CH3:29])[CH2:25][CH2:26][CH2:27][NH2:28]>>[CH3:23][N:24]([CH3:29])[CH2:25][CH2:26][CH2:27][NH:28][C:7]1[CH:8]=[C:9]2[C:4](=[CH:5][CH:6]=1)[N:3]=[C:2]([NH:22][CH2:21][CH2:20][O:13][C:14]1[CH:19]=[CH:18][CH:17]=[CH:16][CH:15]=1)[CH:11]=[CH:10]2. Procedure: The title compound, MS: m/e=365.1 (M+H+), was prepared in accordance with the general method of example 1 from 2,6-dichloroquinoline, 2-phenoxyethylamine and 3-dimethylamino-propylamine. The reactants are O=C(O)CC1(C(=O)O)CCCC1, CO, Nc1cccc(Cc2n[nH]c(=O)c3ccccc23)c1. The product is O=C1CC2(CCCC2)C(=O)N1c1cccc(Cc2n[nH]c(=O)c3ccccc23)c1. Reaction SMILES: [C:20](=[O:21])([CH2:23][C:24]1([C:29]([OH:22])=[O:30])[CH2:25][CH2:26][CH2:27][CH2:28]1)[OH:31].[CH3:32][OH:33].[NH2:1][c:2]1[cH:3][c:4]([CH2:5][c:6]2[n:7][nH:8][c:9](=[O:16])[c:10]3[cH:11][cH:12][cH:13][cH:14][c:15]23)[cH:17][cH:18][cH:19]1>>[N:1]1([c:2]2[cH:3][c:4]([CH2:5][c:6]3[n:7][nH:8][c:9](=[O:16])[c:10]4[cH:11][cH:12][cH:13][cH:14][c:15]34)[cH:17][cH:18][cH:19]2)[C:20](=[O:21])[CH2:23][C:24]2([CH2:25][CH2:26][CH2:27][CH2:28]2)[C:29]1=[O:30]. Reactants: O (Water), C(#N)C=1C=CC2=C([C@H]([C@@H](C(O2)(COC)COC)O)NC2=NNC(C=C2)=O)C1 ((-)-(3S,4R)-6-cyano-3,4-dihydro-4-[(1,6-dihydro-6-oxo-3-pyridazinyl)amino]-2,2-bis(methoxymethyl)-2H-1-benzopyran-3-ol), ClCC#CCCl (1,4-dichloro-2-butyne), C([O-])([O-])=O.[K+].[K+] (Potassium carbonate). The solvent is CN(C=O)C (dimethylformamide). The product is C(#N)C=1C=CC2=C([C@H]([C@@H](C(O2)(COC)COC)O)NC2=NN(C(C=C2)=O)CC#CCCl)C1 ((3S,4R)-6-cyano-4-[(1-(4-chloro-2-butyn-1-yl)-1,6-dihydro-6-oxo-3-pyridazinyl)amino]-3,4-dihydro-2,2-bis(methoxymethyl)-2H-1-benzopyran-3-ol). Yield: 24.8%. Reaction SMILES: [C:1]([C:3]1[CH:4]=[CH:5][C:6]2[O:11][C:10]([CH2:15][O:16][CH3:17])([CH2:12][O:13][CH3:14])[C@@H:9]([OH:18])[C@H:8]([NH:19][C:20]3[CH:25]=[CH:24][C:23](=[O:26])[NH:22][N:21]=3)[C:7]=2[CH:27]=1)#[N:2].[Cl:28][CH2:29][C:30]#[C:31][CH2:32]Cl.C(=O)([O-])[O-].[K+].[K+].O>CN(C)C=O>[C:1]([C:3]1[CH:4]=[CH:5][C:6]2[O:11][C:10]([CH2:12][O:13][CH3:14])([CH2:15][O:16][CH3:17])[C@@H:9]([OH:18])[C@H:8]([NH:19][C:20]3[CH:25]=[CH:24][C:23](=[O:26])[N:22]([CH2:32][C:31]#[C:30][CH2:29][Cl:28])[N:21]=3)[C:7]=2[CH:27]=1)#[N:2] |f:2.3.4|. Procedure: (-)-(3S,4R)-6-Cyano-3,4-dihydro-4-[(1,6-dihydro-6-oxo-3-pyridazinyl)amino]-2,2-bis(methoxymethyl)-2H-1-benzopyran-3-ol (556 mg, 1.5 mmol) obtained in Example 8 and 1,4-dichloro-2-butyne (2.9 ml, 30 mmol) were dissolved in dimethylformamide (10 ml). Potassium carbonate (413 mg) was added and the mixture was reacted at 120° C. overnight. Water was added to the reaction mixture and the mixture was extracted with chloroform. The organic layer was washed with saturated brine and dried over anhydrous ... Procedure: 0.1 g of Raney nickel and 0.25 ml (4.93 mmol) of 98% hydrazine hydrate are added to a suspension of 0.6 g (1.64 mmol) of 7-acetyl-5-(4-nitrophenyl)-8-methyl-7H-1,3-dioxolo[4,5-h][2,3]-benzodiazepine in 40 ml of methanol. The mixture is stirred for 0.5 hour. The starting material is dissolved within a few minutes. After the reaction is completed, catalyst is filtered out. The filtrate is concentrated by evaporation in a vacuum. The residue is absorptively precipitated in water, suctioned off and ... Product: C(C)(=O)N1N=C(C2=C(C=C1C)C=C1C(=C2)OCO1)C1=CC=C(C=C1)N (7-acetyl-5-(4-aminophenyl)-8-methyl-7H-1,3-dioxolo[4,5-h][2,3]-benzodiazepine). Starting materials: O.NN (hydrazine hydrate), C(C)(=O)N1N=C(C2=C(C=C1C)C=C1C(=C2)OCO1)C1=CC=C(C=C1)[N+](=O)[O-] (7-acetyl-5-(4-nitrophenyl)-8-methyl-7H-1,3-dioxolo[4,5-h][2,3]-benzodiazepine). Conditions: time 0.5 hour. Reaction SMILES: O.NN.[C:4]([N:7]1[C:13]([CH3:14])=[CH:12][C:11]2[CH:15]=[C:16]3[O:21][CH2:20][O:19][C:17]3=[CH:18][C:10]=2[C:9]([C:22]2[CH:27]=[CH:26][C:25]([N+:28]([O-])=O)=[CH:24][CH:23]=2)=[N:8]1)(=[O:6])[CH3:5]>[Ni].CO>[C:4]([N:7]1[C:13]([CH3:14])=[CH:12][C:11]2[CH:15]=[C:16]3[O:21][CH2:20][O:19][C:17]3=[CH:18][C:10]=2[C:9]([C:22]2[CH:23]=[CH:24][C:25]([NH2:28])=[CH:26][CH:27]=2)=[N:8]1)(=[O:6])[CH3:5] |f:0.1|. Reagents/catalysts: [Ni] (Raney nickel). Yield: 89.1%. Run in CO (methanol).